Dataset: the Open Reaction Database (ORD), a public repository of structured organic reaction records. Task: describe an organic reaction: reactants, conditions, products, and yield The reactants are BrC1=CC=C(C=C1)C1=C(C=C(N=N1)NNC(=O)OCC)C (ethyl 3-[6-(p-bromophenyl)-5-methyl-3-pyridazinyl]carbazate), [OH-].[NH4+] (ammonium hydroxide), [H][H] (hydrogen). Reagents/catalysts: [Pd] (palladium on carbon). Run in C(C)O (ethanol). Product: CC=1C=C(N=NC1C1=CC=CC=C1)NNC(=O)OCC (Ethyl 3-(5-methyl-6-phenyl-3-pyridazinyl)carbazate). As a reaction SMILES: Br[C:2]1[CH:7]=[CH:6][C:5]([C:8]2[N:13]=[N:12][C:11]([NH:14][NH:15][C:16]([O:18][CH2:19][CH3:20])=[O:17])=[CH:10][C:9]=2[CH3:21])=[CH:4][CH:3]=1.[OH-].[NH4+].[H][H]>[Pd].C(O)C>[CH3:21][C:9]1[CH:10]=[C:11]([NH:14][NH:15][C:16]([O:18][CH2:19][CH3:20])=[O:17])[N:12]=[N:13][C:8]=1[C:5]1[CH:6]=[CH:7][CH:2]=[CH:3][CH:4]=1 |f:1.2|. Procedure: A 4.0 g. portion of ethyl 3-[6-(p-bromophenyl)-5-methyl-3-pyridazinyl]carbazate and 0.9 g. of 10% palladium on carbon catalyst in 100 ml. of ethanol and 50 ml. of ammonium hydroxide is shaken under 40 lb. of hydrogen pressure for 4 hours with external heating of the bottle by means of a heated jacket. The reaction mixture is suction filtered and the filtrate is concentrated to a light yellow oil which is scratched with petroleum ether to give a white solid, m.p. 142°-145° C. Starting materials: O=C(c1ncc[nH]1)c1ncc[nH]1, COc1ccc2c(c1OC)CCC(N)C2, ClCCl, O=C(O)CCCCC(=O)NCCc1ccccc1. Product: COc1ccc2c(c1OC)CCC(NC(=O)CCCCC(=O)NCCc1ccccc1)C2. As a reaction SMILES: [C:19]([c:20]1[nH:21][cH:22][cH:23][n:24]1)([c:25]1[nH:26][cH:27][cH:28][n:29]1)=[O:30].[CH3:31][O:32][c:33]1[c:34]2[c:39]([cH:40][cH:41][c:42]1[O:43][CH3:44])[CH2:38][CH:37]([NH2:45])[CH2:36][CH2:35]2.[Cl:46][CH2:47][Cl:48].[O:1]=[C:2]([CH2:3][CH2:4][CH2:5][CH2:6][C:7](=[O:8])[OH:9])[NH:10][CH2:11][CH2:12][c:13]1[cH:14][cH:15][cH:16][cH:17][cH:18]1>>[O:1]=[C:2]([CH2:3][CH2:4][CH2:5][CH2:6][C:7](=[O:8])[NH:45][CH:37]1[CH2:36][CH2:35][c:34]2[c:33]([O:32][CH3:31])[c:42]([O:43][CH3:44])[cH:41][cH:40][c:39]2[CH2:38]1)[NH:10][CH2:11][CH2:12][c:13]1[cH:14][cH:15][cH:16][cH:17][cH:18]1. Reactants: [BH3-]C#N.[Na+] (NaCNBH3), C(=O)C1=C(C=C(C=C1C)C(F)(F)F)C=1C=CC(=NC1)C(=O)NCCC(=O)OCC (Ethyl 3-(5-(2-formyl-3-methyl-5-(trifluoromethyl)phenyl)picolinamido)propanoate), ClC1=C(C=CC(=C1)N)C1=CC=C(C=C1)C(F)(F)F (2-chloro-4′-(trifluoromethyl)-[1,1-biphenyl]-4-amine), CC(=O)O (HOAc), [NH4+].[Cl-] (NH4Cl). Solvent: CCO (EtOH). Conditions: temperature 80 celsius. Yields the product ClC1=C(C=CC(=C1)NCC1=C(C=C(C=C1C)C(F)(F)F)C=1C=CC(=NC1)C(=O)NCCC(=O)OCC)C1=CC=C(C=C1)C(F)(F)F (Ethyl 3-(5-(2-(((2-chloro-4′-(trifluoromethyl)-[1,1′-biphenyl]-4-yl)amino)methyl)-3-methyl-5-(trifluoromethyl)phenyl)picolinamido)propanoate). As a reaction SMILES: [CH:1]([C:3]1[C:8]([CH3:9])=[CH:7][C:6]([C:10]([F:13])([F:12])[F:11])=[CH:5][C:4]=1[C:14]1[CH:15]=[CH:16][C:17]([C:20]([NH:22][CH2:23][CH2:24][C:25]([O:27][CH2:28][CH3:29])=[O:26])=[O:21])=[N:18][CH:19]=1)=O.[Cl:30][C:31]1[CH:36]=[C:35]([NH2:37])[CH:34]=[CH:33][C:32]=1[C:38]1[CH:43]=[CH:42][C:41]([C:44]([F:47])([F:46])[F:45])=[CH:40][CH:39]=1.CC(O)=O.[BH3-]C#N.[Na+].[NH4+].[Cl-]>CCO>[Cl:30][C:31]1[CH:36]=[C:35]([NH:37][CH2:1][C:3]2[C:8]([CH3:9])=[CH:7][C:6]([C:10]([F:12])([F:13])[F:11])=[CH:5][C:4]=2[C:14]2[CH:15]=[CH:16][C:17]([C:20]([NH:22][CH2:23][CH2:24][C:25]([O:27][CH2:28][CH3:29])=[O:26])=[O:21])=[N:18][CH:19]=2)[CH:34]=[CH:33][C:32]=1[C:38]1[CH:43]=[CH:42][C:41]([C:44]([F:45])([F:46])[F:47])=[CH:40][CH:39]=1 |f:3.4,5.6|. Procedure: Ethyl 3-(5-(2-formyl-3-methyl-5-(trifluoromethyl)phenyl)picolinamido)propanoate (37 mg, 0.09 mmol), 2-chloro-4′-(trifluoromethyl)-[1,1-biphenyl]-4-amine (39 mg, 0.14 mmol) and HOAc (5 μL, 0.09 mmol) were dissolved in EtOH (2 mL) and the resulting mixture was heated to 80° C. After 5 h the resulting mixture was cooled to room temperature, solid NaCNBH3 (28 mg, 0.45 mmol) was added and the resulting mixture was stirred at room temperature. After 2 h saturated aqueous NH4Cl was added and the aqueou... The reactants are [Br-].OC1C[N+]2(CCC1CC2)CCCCC ((±)-3-hydroxy-1-pentylquinuclidinium bromide), COCCOC (1,2-dimethoxyethane), IC (iodomethane), O (Water), [H-].[Na+] (sodium hydride). Isolated yield 100.0%. Product: petrol ether, [Br-].COC1[N+]2(CCC(C1)CC2)CCCCC ((±)-Methoxy-1-pentylquinuclidinium bromide). Run at time 8 hour. As a reaction SMILES: [Br-:1].O[CH:3]1[CH:8]2[CH2:9][CH2:10][N+:5]([CH2:11][CH2:12][CH2:13][CH2:14][CH3:15])([CH2:6][CH2:7]2)[CH2:4]1.[H-].[Na+].IC.O.[CH3:21][O:22]CCOC>>[Br-:1].[CH3:21][O:22][CH:6]1[CH2:7][CH:8]2[CH2:9][CH2:10][N+:5]1([CH2:11][CH2:12][CH2:13][CH2:14][CH3:15])[CH2:4][CH2:3]2 |f:0.1,2.3,7.8|. Procedure details: To a suspension of (±)-3-hydroxy-1-pentylquinuclidinium bromide (20 g, 72 mmol) in dry 1,2-dimethoxyethane (150 ml) at 0° C., under nitrogen, was added sodium hydride (3.48 g, 60% in mineral oil, 86.8 mmol) and then iodomethane (11.3 ml, 181 mmol). The temperature was allowed to rise to room temperature overnight. Water (200 ml) was added and the mixture was extracted with 6×100 ml dichloromethane. Drying and evaporation gave an oily residue which, after trituration with petrol ether, gave the t... Reactants: O=C([O-])[O-], CSc1nccc(Cl)n1, OB(O)c1ccccc1F, [Na+], [Na+], CC(=O)[O-], CC(=O)[O-], [Pd+2], c1ccc(P(c2ccccc2)c2ccccc2)cc1. Product: CSc1nccc(-c2ccccc2F)n1. As a reaction SMILES: [C:20](=[O:21])([O-:22])[O-:23].[Cl:1][c:2]1[n:3][c:4]([S:8][CH3:9])[n:5][cH:6][cH:7]1.[F:10][c:11]1[c:12]([B:17]([OH:18])[OH:19])[cH:13][cH:14][cH:15][cH:16]1.[Na+:24].[Na+:25].[O-:46][C:47]([CH3:48])=[O:49].[O-:50][C:51]([CH3:52])=[O:53].[Pd+2:45].[c:26]1([P:27]([c:28]2[cH:29][cH:30][cH:31][cH:32][cH:33]2)[c:34]2[cH:35][cH:36][cH:37][cH:38][cH:39]2)[cH:40][cH:41][cH:42][cH:43][cH:44]1>>[c:2]1(-[c:12]2[c:11]([F:10])[cH:16][cH:15][cH:14][cH:13]2)[n:3][c:4]([S:8][CH3:9])[n:5][cH:6][cH:7]1. Starting materials: C(=O)([O-])[O-].[Na+].[Na+] (Na2CO3), N1=CC(=CC=C1)CCCC1=NNC(C2=CC=CC=C12)=O (4-[3-(pyridin-3-yl)propyl]phthalazin-1(2H)-one), P(=O)(Cl)(Cl)Cl (phosphoryl chloride), Cl (HCl). Run in C(C)#N (acetonitrile), O1CCOCC1 (dioxane), O (water). Run at temperature 45 celsius, time 36 hour. Product: ClC1=NN=C(C2=CC=CC=C12)CCCC=1C=NC=CC1 (1-Chloro-4-[3-(pyridin-3-yl)propyl]phthalazine). Reaction SMILES: [N:1]1[CH:6]=[CH:5][CH:4]=[C:3]([CH2:7][CH2:8][CH2:9][C:10]2[C:19]3[C:14](=[CH:15][CH:16]=[CH:17][CH:18]=3)[C:13](=O)[NH:12][N:11]=2)[CH:2]=1.P(Cl)(Cl)([Cl:23])=O.Cl.C([O-])([O-])=O.[Na+].[Na+]>C(#N)C.O1CCOCC1.O>[Cl:23][C:13]1[C:14]2[C:19](=[CH:18][CH:17]=[CH:16][CH:15]=2)[C:10]([CH2:9][CH2:8][CH2:7][C:3]2[CH:2]=[N:1][CH:6]=[CH:5][CH:4]=2)=[N:11][N:12]=1 |f:3.4.5|. Reported procedure: Under exclusion of air, 771 mg (2.9 mmol) 4-[3-(pyridin-3-yl)propyl]phthalazin-1(2H)-one in 14 ml acetonitrile is mixed with 1.11 g (7.25 mmol) phosphoryl chloride and 1.45 ml 4 N HCl in dioxane and stirred for 36 h at 45° C. Then 50 ml water is added, the reaction mixture adjusted to alkaline pH with sat. Na2CO3 solution and immediately extracted 3 times with EtOAc. Drying (Na2SO4) of the organic phases and evaporation yield the title compound; FAB-MS (M+H)+=284.